This data is from the Open Reaction Database (ORD), a public repository of structured organic reaction records. The task is: describe an organic reaction: reactants, conditions, products, and yield Reactants: C(C1=CC=CC=C1)N1CC(CC1)N=[N+]=[N-] (N-benzyl-3-azido-pyrrolidine), C(C)C#CC(=O)[O-] (ethylpropiolate), C1=CC=CC=C1 (benzene). Product: C(C1=CC=CC=C1)N1CC(CC1)N1N=NC=C1C(=O)OCC (N-benzyl-3-(5-ethoxycarbonyl-1,2,3-triazol-1-yl) pyrrolidine). The yield is 20.6%. Reaction SMILES: [CH2:1]([N:8]1[CH2:12][CH2:11][CH:10]([N:13]=[N+:14]=[N-:15])[CH2:9]1)[C:2]1[CH:7]=[CH:6][CH:5]=[CH:4][CH:3]=1.C([C:18]#[C:19][C:20]([O-:22])=[O:21])C.[CH:23]1C=CC=C[CH:24]=1>>[CH2:1]([N:8]1[CH2:12][CH2:11][CH:10]([N:13]2[C:19]([C:20]([O:22][CH2:23][CH3:24])=[O:21])=[CH:18][N:15]=[N:14]2)[CH2:9]1)[C:2]1[CH:3]=[CH:4][CH:5]=[CH:6][CH:7]=1. Procedure: A mixture of N-benzyl-3-azido-pyrrolidine (5 g, 0.024 mmol) and ethylpropiolate (5 g, 0.051 mmol) in benzene (50 ml) heated under reflux for 48 hrs. Reaction solution was evaporated to dark brown oil, purified on silica gel column using ethylacetate, CHCl3 and methanol to get N-benzyl-3-(5-ethoxycarbonyl-1,2,3-triazol-1-yl) pyrrolidine (1.5 g, 20.6%). 1H NMR (CDCl3) δ: 1.37 (t, 3H), 2.42-2.58 (m, 2H), 2.71-3.01 (m, 3H), 3.20-3.32 (m, 1H), 3.73 (S, 2H), 4.35 (q, 2H), 5.72-5.88 (m, 1H), 7.2-7.4 (m... Reactants: C1(=CC=CC=C1)OC (anisole), COC1=CC=C(COC(C(CCC(=O)OCC2=CC=C(C=C2)OC)NC(=O)NC(CCCCNC(C2=CC=C(C=C2)I)=O)C(=O)OCC2=CC=C(C=C2)OC)=O)C=C1 (2-{3-[5-(4-Iodo-benzoylamino)-1-(4-methoxy-benzyloxycarbonyl)-pentyl]-ureido}-pentanedioic acid bis-(4-methoxy-benzyl)ester). Run in C(=O)(C(F)(F)F)O (TFA). Run at time 30 minute. Yields the product C(=O)(O)C(CCCCNC(C1=CC=C(C=C1)I)=O)NC(NC(C(=O)O)CCC(=O)O)=O (2-{3-[1-Carboxy-5-(4-iodo-benzoylamino)-pentyl]-ureido}-pentanedioic acid). The yield is 56.4%. RXN SMILES: C1(OC)C=CC=CC=1.COC1C=CC(C[O:16][C:17](=[O:64])[CH:18]([NH:33][C:34]([NH:36][CH:37]([C:52]([O:54]CC2C=CC(OC)=CC=2)=[O:53])[CH2:38][CH2:39][CH2:40][CH2:41][NH:42][C:43](=[O:51])[C:44]2[CH:49]=[CH:48][C:47]([I:50])=[CH:46][CH:45]=2)=[O:35])[CH2:19][CH2:20][C:21]([O:23]CC2C=CC(OC)=CC=2)=[O:22])=CC=1>C(O)(C(F)(F)F)=O>[C:52]([CH:37]([NH:36][C:34](=[O:35])[NH:33][CH:18]([CH2:19][CH2:20][C:21]([OH:23])=[O:22])[C:17]([OH:64])=[O:16])[CH2:38][CH2:39][CH2:40][CH2:41][NH:42][C:43](=[O:51])[C:44]1[CH:45]=[CH:46][C:47]([I:50])=[CH:48][CH:49]=1)([OH:54])=[O:53]. Procedure: A solution of 3% anisole in TFA (15 mL) was added to 2 (0.117 g, 0.129 mmol) at 0° C. The mixture was stirred at room temperature for 30 min then concentrated on a rotary evaporator. The crude material was purified by HPLC (Econosil C18 10μ, 250×10 mm, H2O/CH3CN/TFA (70/30/0.1), 4 mL/min, 3 eluting at 11 min) to afford 0.040 g (57%) of 3. 1H NMR (400 MHz, D2O:CD3CN=1:1 (v/v)) δ 7.79 (d, J=8.0 Hz, 2H), 7.46 (d, J=8.0 Hz, 2H), 4.08-4.16 (m, 2H), 3.26 (m, 2H), 2.35 (m, 2H), 2.00-2.03 (m, 1H), 1.72-... The reactants are BrCc1ccc(Br)cc1, O=C([O-])[O-], C1NCC12COC2, C1CCOC1, [I-], [K+], [K+], [Na+]. Yields the product Brc1ccc(CN2CC3(COC3)C2)cc1. Reaction SMILES: [Br:8][c:9]1[cH:10][cH:11][c:12]([CH2:13][Br:14])[cH:15][cH:16]1.[C:17](=[O:18])([O-:19])[O-:20].[CH2:1]1[O:2][CH2:3][C:4]12[CH2:5][NH:6][CH2:7]2.[CH2:25]1[O:26][CH2:27][CH2:28][CH2:29]1.[I-:24].[K+:21].[K+:22].[Na+:23]>>[CH2:1]1[O:2][CH2:3][C:4]12[CH2:5][N:6]([CH2:13][c:12]1[cH:11][cH:10][c:9]([Br:8])[cH:16][cH:15]1)[CH2:7]2. The reactants are N (ammonia), N (ammonia), COC1=C(C(=C(C(=C1[N+](=O)[O-])OC)[N+](=O)[O-])OC)[N+](=O)[O-] (1,3,5-trimethoxy-2,4,6-trinitrobenzene), N (ammonia), C1(=C(C(=C(C(=C1[N+](=O)[O-])N)[N+](=O)[O-])N)[N+](=O)[O-])N (TATB). The product is [N+](=O)([O-])C1=C(C(=C(C(=C1O)[N+](=O)[O-])O)[N+](=O)[O-])O (TNPG), C1(=C(C(=C(C(=C1[N+](=O)[O-])N)[N+](=O)[O-])N)[N+](=O)[O-])N (TATB). RXN SMILES: C[O:2][C:3]1[C:8]([N+:9]([O-:11])=[O:10])=[C:7]([O:12]C)[C:6]([N+:14]([O-:16])=[O:15])=[C:5]([O:17]C)[C:4]=1[N+:19]([O-:21])=[O:20].N.[C:23]1([NH2:40])[C:28]([N+:29]([O-:31])=[O:30])=[C:27]([NH2:32])[C:26]([N+:33]([O-:35])=[O:34])=[C:25]([NH2:36])[C:24]=1[N+:37]([O-:39])=[O:38]>>[N+:9]([C:8]1[C:3]([OH:2])=[C:4]([N+:19]([O-:21])=[O:20])[C:5]([OH:17])=[C:6]([N+:14]([O-:16])=[O:15])[C:7]=1[OH:12])([O-:11])=[O:10].[C:23]1([NH2:40])[C:24]([N+:37]([O-:39])=[O:38])=[C:25]([NH2:36])[C:26]([N+:33]([O-:35])=[O:34])=[C:27]([NH2:32])[C:28]=1[N+:29]([O-:31])=[O:30]. Procedure details: One method of synthesizing TATB from phloroglucinol is described in GB 2355715. Phloroglucinol, also known as 1,3,5-trihydroxybenzene, is nitrated using sodium nitrite and nitric acid, forming trinitrophloroglucinol (“TNPG”), which is also known as 1,3,5-trihydroxy-2,4,6-trinitrobenzene. The nitric acid is added sequentially or in multiple additions. When cooled, a solid is produced, which is filtered, washed with 3 M hydrochloric acid (“HCl”), and dried, yielding a solid product that is a monoh... Reactants: BrC1=C(C=C(C(=C1)OC)F)OCC1CC1 (1-bromo-2-cyclopropylmethoxy-4-fluoro-5-methoxy-benzene), C(CCC)[Li] (n-butyl lithium), C(C)(C)OB1OC(C(O1)(C)C)(C)C (2-iso-propoxy-4,4,5,5-tetramethyl-[1,3,2]dioxaborolane). The solvent is C(C)(C)(C)OC (tert.butylmethylether). Conditions: time 1 hour. Product: C1(CC1)COC1=C(C=C(C(=C1)F)OC)B1OC(C(O1)(C)C)(C)C (2-(2-Cyclopropylmethoxy-4-fluoro-5-methoxy-phenyl)-4,4,5,5-tetramethyl-[1,3,2]dioxaborolane). Reaction SMILES: Br[C:2]1[CH:7]=[C:6]([O:8][CH3:9])[C:5]([F:10])=[CH:4][C:3]=1[O:11][CH2:12][CH:13]1[CH2:15][CH2:14]1.C([Li])CCC.C(O[B:25]1[O:29][C:28]([CH3:31])([CH3:30])[C:27]([CH3:33])([CH3:32])[O:26]1)(C)C>C(OC)(C)(C)C>[CH:13]1([CH2:12][O:11][C:3]2[CH:4]=[C:5]([F:10])[C:6]([O:8][CH3:9])=[CH:7][C:2]=2[B:25]2[O:29][C:28]([CH3:31])([CH3:30])[C:27]([CH3:33])([CH3:32])[O:26]2)[CH2:15][CH2:14]1. Reported procedure: A stirred solution of 1-bromo-2-cyclopropylmethoxy-4-fluoro-5-methoxy-benzene from example B.b10 (27.51 g; 0.10 mol) in dry tert.butylmethylether (500 mL) is cooled to −20° C. before addition of n-butyl lithium (1.6 M in hexane; 68.8 mL; 0.11 mol) via syringe. After complete addition stirring is continued for one hour. Neat 2-iso-propoxy-4,4,5,5-tetramethyl-[1,3,2]dioxaborolane is added via syringe into the reaction mixture at −40° C. After 30 min the reaction is quenched with 1M citric acid (20...